Dataset: the Open Reaction Database (ORD), a public repository of structured organic reaction records. Task: describe an organic reaction: reactants, conditions, products, and yield Starting materials: CCN(CC)S(F)(F)F, CCOC(=O)c1cc2cc(F)c(CO)nc2nc1C(F)(F)F. Product: CCOC(=O)c1cc2cc(F)c(CF)nc2nc1C(F)(F)F. As a reaction SMILES: [CH2:23]([N:24]([S:25]([F:26])([F:27])[F:29])[CH2:28][CH3:30])[CH3:31].[F:1][c:2]1[cH:3][c:4]2[cH:5][c:6]([C:18](=[O:19])[O:20][CH2:21][CH3:22])[c:7]([C:14]([F:15])([F:16])[F:17])[n:8][c:9]2[n:10][c:11]1[CH2:12][OH:13]>>[F:1][c:2]1[cH:3][c:4]2[cH:5][c:6]([C:18](=[O:19])[O:20][CH2:21][CH3:22])[c:7]([C:14]([F:15])([F:16])[F:17])[n:8][c:9]2[n:10][c:11]1[CH2:12][F:29]. The reactants are C1(=CC=C(C=C1)C[C@H](C[C@H](C(=O)O)CO)NC(=O)C=1NN=NC1)C1=CC=CC=C1 ((2S,4S)-5-Biphenyl-4-yl-2-hydroxymethyl-4-[(3H-[1,2,3]triazole-4-carbonyl)-amino]-pentanoic acid), COCCOCCO (2-(2-methoxyethoxy)-ethanol), Cl (HCl). Solvent: O1CCOCC1 (dioxane). Run at temperature 60 celsius. The product is COCCOCCOC([C@@H](C[C@@H](CC1=CC=C(C=C1)C1=CC=CC=C1)NC(=O)C=1NN=NC1)CO)=O ((2S,4S)-5-Biphenyl-4-yl-2-hydroxymethyl-4-[(3H-[1,2,3]-triazole-4-carbonyl)-amino]-pentanoic acid 2-(2-methoxy-ethoxy)-ethyl ester). Reaction SMILES: [C:1]1([C:24]2[CH:29]=[CH:28][CH:27]=[CH:26][CH:25]=2)[CH:6]=[CH:5][C:4]([CH2:7][C@@H:8]([NH:16][C:17]([C:19]2[NH:20][N:21]=[N:22][CH:23]=2)=[O:18])[CH2:9][C@@H:10]([CH2:14][OH:15])[C:11]([OH:13])=[O:12])=[CH:3][CH:2]=1.Cl.[CH3:31][O:32][CH2:33][CH2:34][O:35][CH2:36][CH2:37]O>O1CCOCC1>[CH3:31][O:32][CH2:33][CH2:34][O:35][CH2:36][CH2:37][O:12][C:11](=[O:13])[C@H:10]([CH2:14][OH:15])[CH2:9][C@H:8]([NH:16][C:17]([C:19]1[NH:20][N:21]=[N:22][CH:23]=1)=[O:18])[CH2:7][C:4]1[CH:5]=[CH:6][C:1]([C:24]2[CH:25]=[CH:26][CH:27]=[CH:28][CH:29]=2)=[CH:2][CH:3]=1. Reported procedure: (2S,4S)-5-Biphenyl-4-yl-2-hydroxymethyl-4-[(3H-[1,2,3]triazole-4-carbonyl)-amino]-pentanoic acid (20 mg, 39 μmol, 1.0 eq.) was dissolved in 2-(2-methoxyethoxy)-ethanol, (3 mL) followed by the addition of 4 M of HCl in dioxane (295.0 μL). The mixture was heated and maintained at 60° C. for 4 hours. The mixture was concentrated and purified by preparative HPLC to yield the title compound (13 mg; purity 95%). MS m/z [M+H]+ calc'd for C26H32N4O6, 497.23. found 497.6. The reactants are COC1=CC(=C(C(=C1)C)S(=O)(=O)N(C)CC1=CC(=CO1)C(=O)O)C (5-{[(4-methoxy-2,6-dimethyl-benzenesulfonyl)-methyl-amino]-methyl}-furan-3-carboxylic acid), CCN(C(C)C)C(C)C (DIPEA), Cl.CN(C1CN(CC1)CC1=CC=C(C=C1)CNC)C (dimethyl-[1-(4-methylaminomethyl-benzyl)-pyrrolidin-3-yl]-amine hydrochloride), CCN=C=NCCCN(C)C (EDCI), C=1C=CC2=C(C1)N=NN2O (HOBt). The solvent is C(Cl)Cl (DCM). Yields the product CN(C1CN(CC1)CC1=CC=C(CN(C(=O)C2=COC(=C2)CN(C)S(=O)(=O)C2=C(C=C(C=C2C)OC)C)C)C=C1)C (N-(4-{[3-(Dimethylamino)pyrrolidin-1-yl]methyl}benzyl)-5-({[(4-methoxy-2,6-dimethylphenyl)sulfonyl](methyl)amino}methyl)-N-methylfuran-3-carboxamide). RXN SMILES: [CH3:1][O:2][C:3]1[CH:8]=[C:7]([CH3:9])[C:6]([S:10]([N:13]([CH2:15][C:16]2[O:20][CH:19]=[C:18]([C:21]([OH:23])=O)[CH:17]=2)[CH3:14])(=[O:12])=[O:11])=[C:5]([CH3:24])[CH:4]=1.CCN=C=NCCCN(C)C.C1C=CC2N(O)N=NC=2C=1.CCN(C(C)C)C(C)C.Cl.[CH3:56][N:57]([CH3:73])[CH:58]1[CH2:62][CH2:61][N:60]([CH2:63][C:64]2[CH:69]=[CH:68][C:67]([CH2:70][NH:71][CH3:72])=[CH:66][CH:65]=2)[CH2:59]1>C(Cl)Cl>[CH3:73][N:57]([CH3:56])[CH:58]1[CH2:62][CH2:61][N:60]([CH2:63][C:64]2[CH:69]=[CH:68][C:67]([CH2:70][N:71]([CH3:72])[C:21]([C:18]3[CH:17]=[C:16]([CH2:15][N:13]([S:10]([C:6]4[C:7]([CH3:9])=[CH:8][C:3]([O:2][CH3:1])=[CH:4][C:5]=4[CH3:24])(=[O:11])=[O:12])[CH3:14])[O:20][CH:19]=3)=[O:23])=[CH:66][CH:65]=2)[CH2:59]1 |f:4.5|. Procedure details: The title compound was prepared according to general procedure BH using 5-{[(4-methoxy-2,6-dimethyl-benzenesulfonyl)-methyl-amino]-methyl}-furan-3-carboxylic acid (35 mg, 0.10 mmol), EDCI (27 mg, 0.14 mmol), HOBt (20 mg, 0.15 mmol), DIPEA (0.03 mL, 0.20 mmol), dimethyl-[1-(4-methylaminomethyl-benzyl)-pyrrolidin-3-yl]-amine hydrochloride (30 mg, 0.09 mmol) and DCM (10 mL). Reactants: NC1CN2CCC1CC2 (3-aminoquinuclidine), hydrate, C1(CC1)COC1=C(C(=O)N)C=CC=C1 (2-((cyclopropyl)methoxy)benzamide), C(C(=O)[O-])(=O)[O-] (oxalate). Yields the product N12CC(C(CC1)CC2)NC(=O)NC(C2=C(C=CC=C2)OCC2CC2)=O (N-[[[1-Azabicyclo[2.2.2]octan-3-yl] amino]carbonyl]-2-((cyclopropyl)methoxy)benzamide). As a reaction SMILES: [NH2:1][CH:2]1[CH:7]2[CH2:8][CH2:9][N:4]([CH2:5][CH2:6]2)[CH2:3]1.[CH:10]1([CH2:13][O:14][C:15]2[CH:23]=[CH:22][CH:21]=[CH:20][C:16]=2[C:17]([NH2:19])=[O:18])[CH2:12][CH2:11]1.C([O-])(=O)[C:25]([O-])=[O:26]>>[N:4]12[CH2:9][CH2:8][CH:7]([CH2:6][CH2:5]1)[CH:2]([NH:1][C:25]([NH:19][C:17](=[O:18])[C:16]1[CH:20]=[CH:21][CH:22]=[CH:23][C:15]=1[O:14][CH2:13][CH:10]1[CH2:12][CH2:11]1)=[O:26])[CH2:3]2. Procedure details: The above compound was prepared, following the procedure of Example 1, from 3-aminoquinuclidine (0.63 g, 5 mmol) and crude 2-((cyclopropyl)methoxy)benzamide (1.4 g, ca 5 mmol). The product was converted to the 1:1 oxalate, half hydrate mp 128°-131° C.